This data is from the Open Reaction Database (ORD), a public repository of structured organic reaction records. The task is: describe an organic reaction: reactants, conditions, products, and yield Starting materials: C(C)(C)(C)OC(=O)N1C[C@H](CC1)C(N(C)OC)=O ((S)-3-(methoxy(methyl)carbamoyl)pyrrolidine-1-carboxylic acid tert butyl ester), O (water), C(CCC)[Li] (butyl lithium), CP(OCC)(OCC)=O (diethyl methylphosphonate). The solvent is C1CCOC1 (THF), C1CCOC1 (THF). Product: C(C)OP(=O)(OCC)CC(=O)C1CN(CC1)C(=O)OC(C)(C)C (tert-Butyl 3-(2-(diethoxyphosphoryl)acetyl)pyrrolidine-1-carboxylate). The yield is 46.5%. RXN SMILES: C([Li])CCC.[CH3:6][P:7](=[O:14])([O:11][CH2:12][CH3:13])[O:8][CH2:9][CH3:10].[C:15]([O:19][C:20]([N:22]1[CH2:26][CH2:25][C@H:24]([C:27](=[O:32])N(OC)C)[CH2:23]1)=[O:21])([CH3:18])([CH3:17])[CH3:16].O>C1COCC1>[CH2:9]([O:8][P:7]([CH2:6][C:27]([CH:24]1[CH2:25][CH2:26][N:22]([C:20]([O:19][C:15]([CH3:18])([CH3:17])[CH3:16])=[O:21])[CH2:23]1)=[O:32])([O:11][CH2:12][CH3:13])=[O:14])[CH3:10]. Procedure: Add butyl lithium (98.0 mL, 157 mmol) dropwise to a solution of diethyl methylphosphonate (23.6 g, 155 mmol) in THF (194 mL) under nitrogen at −78° C. over 15 minutes. Add (S)-3-(methoxy(methyl)carbamoyl)pyrrolidine-1-carboxylic acid tert butyl ester (5.0 g, 19.4 mmol) in THF and stir at −78° C. for about 3.5 hrs. Pour into water and extract with ethyl acetate (3×). Wash the combined organics with water and brine. Dry (MgSO4), filter, and concentrate. Subject the residue to silica gel chromatogr...